Task: describe an organic reaction: reactants, conditions, products, and yield. Dataset: the Open Reaction Database (ORD), a public repository of structured organic reaction records Starting materials: Cn1c2c(c3cc(S(=O)(=O)c4ccccc4)ccc31)CC(NC(=O)OC(C)(C)C)CC2, CI, [H-], [Na+], CN(C)C=O. Reaction SMILES: [CH3:1][n:2]1[c:3]2[cH:4][cH:5][c:6]([S:23](=[O:24])(=[O:25])[c:26]3[cH:27][cH:28][cH:29][cH:30][cH:31]3)[cH:7][c:8]2[c:9]2[c:14]1[CH2:13][CH2:12][CH:11]([NH:15][C:16]([O:17][C:18]([CH3:19])([CH3:20])[CH3:21])=[O:22])[CH2:10]2.[CH3:34][I:35].[H-:32].[Na+:33].[O:36]=[CH:37][N:38]([CH3:39])[CH3:40]>>[CH3:1][n:2]1[c:3]2[cH:4][cH:5][c:6]([S:23](=[O:24])(=[O:25])[c:26]3[cH:27][cH:28][cH:29][cH:30][cH:31]3)[cH:7][c:8]2[c:9]2[c:14]1[CH2:13][CH2:12][CH:11]([N:15]([C:16]([O:17][C:18]([CH3:19])([CH3:20])[CH3:21])=[O:22])[CH3:34])[CH2:10]2. Yields the product CN(C(=O)OC(C)(C)C)C1CCc2c(c3cc(S(=O)(=O)c4ccccc4)ccc3n2C)C1. The reactants are C=CC(=O)N1CCc2cc(OC)c([N+](=O)[O-])cc2C1, C1COCCN1, CO. Product: COc1cc2c(cc1[N+](=O)[O-])CN(C(=O)CCN1CCOCC1)CC2. RXN SMILES: [C:1]([CH:2]=[CH2:3])(=[O:4])[N:5]1[CH2:6][c:7]2[cH:8][c:9]([N+:17](=[O:18])[O-:19])[c:10]([O:15][CH3:16])[cH:11][c:12]2[CH2:13][CH2:14]1.[CH2:20]1[CH2:21][O:22][CH2:23][CH2:24][NH:25]1.[CH3:26][OH:27]>>[C:1]([CH2:2][CH2:3][N:25]1[CH2:20][CH2:21][O:22][CH2:23][CH2:24]1)(=[O:4])[N:5]1[CH2:6][c:7]2[cH:8][c:9]([N+:17](=[O:18])[O-:19])[c:10]([O:15][CH3:16])[cH:11][c:12]2[CH2:13][CH2:14]1. The reactants are BrC=1C=CC(=NC1)N=CN(C)C (N′-(5-bromopyridin-2-yl)-N,N-dimethylformimidamide), BrCC(=O)OC (methyl 2-bromoacetate), C(=O)(O)[O-].[Na+] (NaHCO3). Run in CC(C)O (i-PrOH). Run at temperature 90 celsius, time 12 hour. Yields the product BrC=1C=CC=2N(C1)C(=CN2)C(=O)OC (methyl 6-bromoimidazo[1,2-a]pyridine-3-carboxylate). Yield: 94.9%. RXN SMILES: [Br:1][C:2]1[CH:3]=[CH:4][C:5]([N:8]=[CH:9]N(C)C)=[N:6][CH:7]=1.Br[CH2:14][C:15]([O:17][CH3:18])=[O:16].C([O-])(O)=O.[Na+]>CC(O)C>[Br:1][C:2]1[CH:3]=[CH:4][C:5]2[N:6]([C:14]([C:15]([O:17][CH3:18])=[O:16])=[CH:9][N:8]=2)[CH:7]=1 |f:2.3|. Procedure: Reaction mixture containing N′-(5-bromopyridin-2-yl)-N,N-dimethylformimidamide (6.5 g, 28.5 mmol), methyl 2-bromoacetate (5.6 g, 3.5 mL, 37.0 mmol) and NaHCO3 (4.1 g, 48.8 mmol) in i-PrOH (60 mL) was heated at 90° C. under nitrogen. The heating was stopped after 12 h and cooled the dense heterogeneous reaction mixture to room temperature. The reaction mixture was concentrated and diluted with water. The resultant slurry was collected by suction filtration and obtained methyl 6-bromoimidazo[1,2-a... Starting materials: BrC=1C=C(CC2(CC2)C(=O)O)C=CC1 (1-(3-bromo-benzyl)-cyclopropanecarboxylic acid), CC1=NOC(=C1C(CCCC1=CC=CC=C1)O)C1=CC=C(C=C1)B1OC(C(O1)(C)C)(C)C (1-{3-methyl-5-[4-(4,4,5,5-tetramethyl-[1,3,2]dioxaborolan-2-yl)-phenyl]isoxazol-4-yl}-4-phenyl-butan-1-ol). Product: OC(CCCC1=CC=CC=C1)C=1C(=NOC1C1=CC=C(C=C1)C1=CC(=CC=C1)CC1(CC1)C(=O)O)C (1-{4′-[4-(1-Hydroxy-4-phenyl-butyl)-3-methyl-isoxazol-5-yl]-biphenyl-3-ylmethyl}-cyclopropanecarboxylic acid). RXN SMILES: Br[C:2]1[CH:3]=[C:4]([CH:12]=[CH:13][CH:14]=1)[CH2:5][C:6]1([C:9]([OH:11])=[O:10])[CH2:8][CH2:7]1.[CH3:15][C:16]1[C:20]([CH:21]([OH:31])[CH2:22][CH2:23][CH2:24][C:25]2[CH:30]=[CH:29][CH:28]=[CH:27][CH:26]=2)=[C:19]([C:32]2[CH:37]=[CH:36][C:35](B3OC(C)(C)C(C)(C)O3)=[CH:34][CH:33]=2)[O:18][N:17]=1>>[OH:31][CH:21]([C:20]1[C:16]([CH3:15])=[N:17][O:18][C:19]=1[C:32]1[CH:33]=[CH:34][C:35]([C:2]2[CH:14]=[CH:13][CH:12]=[C:4]([CH2:5][C:6]3([C:9]([OH:11])=[O:10])[CH2:8][CH2:7]3)[CH:3]=2)=[CH:36][CH:37]=1)[CH2:22][CH2:23][CH2:24][C:25]1[CH:30]=[CH:29][CH:28]=[CH:27][CH:26]=1. Procedure details: Prepared according to the procedure described in Example 1, Step 7, using 1-(3-bromo-benzyl)-cyclopropanecarboxylic acid and 1-{3-methyl-5-[4-(4,4,5,5-tetramethyl-[1,3,2]dioxaborolan-2-yl)-phenyl]isoxazol-4-yl}-4-phenyl-butan-1-ol. The reactants are C(CCCCCCC)C1=NOC(=N1)C1=CC=C(C=O)C=C1 (4-(3-octyl-1,2,4-oxadiazol-5-yl)benzaldehyde), C1(=CC=CC=2CCCCC12)N (5,6,7,8-tetrahydronaphthalen-1-ylamine). Yields the product C1(=CC=CC=2CCCCC12)NCC1=CC=C(C=C1)C1=NC(=NO1)CCCCCCCC (N-5,6,7,8-tetrahydronaphthalen-1-yl-N-[4-(3-octyl-1,2,4-oxadiazol-5-yl)benzyl]amine). RXN SMILES: [CH2:1]([C:9]1[N:13]=[C:12]([C:14]2[CH:21]=[CH:20][C:17]([CH:18]=O)=[CH:16][CH:15]=2)[O:11][N:10]=1)[CH2:2][CH2:3][CH2:4][CH2:5][CH2:6][CH2:7][CH3:8].[C:22]1([NH2:32])[C:31]2[CH2:30][CH2:29][CH2:28][CH2:27][C:26]=2[CH:25]=[CH:24][CH:23]=1>>[C:22]1([NH:32][CH2:18][C:17]2[CH:20]=[CH:21][C:14]([C:12]3[O:11][N:10]=[C:9]([CH2:1][CH2:2][CH2:3][CH2:4][CH2:5][CH2:6][CH2:7][CH3:8])[N:13]=3)=[CH:15][CH:16]=2)[C:31]2[CH2:30][CH2:29][CH2:28][CH2:27][C:26]=2[CH:25]=[CH:24][CH:23]=1. Procedure details: The same procedure as employed in the preparation of Example 357 (step a) but using 4-(3-octyl-1,2,4-oxadiazol-5-yl)benzaldehyde and 5,6,7,8-tetrahydronaphthalen-1-ylamine gave the title compound as an oil. M+(LC/MS(ESI)): 418.4. HPLC (Condition A), Rt: 5.83 min (HPLC purity: 82.3%). Starting materials: C(C)(=O)O (acetic acid), [Si](C)(C)(C(C)(C)C)OC1CC2(C(C(C1)(C)C)(O2)C=CC(C)=O)C (4-[4-(t-butyldimethylsilyl)oxy-1,2-epoxy-2,6,6-trimethylcyclohexyl]but-3-en-2-one). Reagents/catalysts: [Zn] (zinc). The solvent is C(Cl)(Cl)Cl (chloroform). Conditions: temperature 40 celsius, time 5 hour. The product is OC1(C(C(CC(C1)O)(C)C)C=CC(C)=O)C (4-(2,4-dihydroxy-2,6,6-trimethylcyclohexyl)but-3-en-2-one). Isolated yield 60.1%. Reaction SMILES: C(O)(=O)C.[Si]([O:12][CH:13]1[CH2:18][C:17]([CH3:20])([CH3:19])[C:16]2([CH:22]=[CH:23][C:24](=[O:26])[CH3:25])[O:21][C:15]2([CH3:27])[CH2:14]1)(C(C)(C)C)(C)C>[Zn].C(Cl)(Cl)Cl>[OH:21][C:15]1([CH3:27])[CH2:14][CH:13]([OH:12])[CH2:18][C:17]([CH3:19])([CH3:20])[CH:16]1[CH:22]=[CH:23][C:24](=[O:26])[CH3:25]. Reported procedure: To 50 ml of a glacial acetic acid solution containing 600 mg of 4-[4-(t-butyldimethylsilyl)oxy-1,2-epoxy-2,6,6-trimethylcyclohexyl]but-3-en-2-one was added 8.9 g of a zinc powder at room temperature, and the mixture was vigorously stirred for 5 hours while maintaining the reaction temperature at about 40° C. To the reaction mixture was added 120 ml of chloroform, followed by stirring vigorously. Any insoluble matter was separated by filtration, and the filtrate was washed successively with water...